Dataset: the Open Reaction Database (ORD), a public repository of structured organic reaction records. Task: describe an organic reaction: reactants, conditions, products, and yield Starting materials: FC1=C(N)C=CC(=C1)S(=O)(=O)C (2-fluoro-4-methylsulfonylaniline), C(C)(C)(C)O[Na] (tert-butoxysodium), ClC=1C2=C(N=CN1)C(=CN2)C2CCN(CC2)C(=O)OC(C)(C)C (tert-Butyl 4-(4-chloro-5H-pyrrolo[3,2-d]pyrimidin-7-yl)piperidine-1-carboxylate). The reagents and catalysts are CC(C)([P](C(C)(C)C)([Pd][P](C(C)(C)C)(C(C)(C)C)C(C)(C)C)C(C)(C)C)C (bis(tri-tert-butyl-phosphine)palladium (0)). Yield: 6.7%. As a reaction SMILES: Cl[C:2]1[C:3]2[NH:10][CH:9]=[C:8]([CH:11]3[CH2:16][CH2:15][N:14]([C:17]([O:19]C(C)(C)C)=[O:18])[CH2:13][CH2:12]3)[C:4]=2[N:5]=[CH:6][N:7]=1.[F:24][C:25]1[CH:31]=[C:30]([S:32]([CH3:35])(=[O:34])=[O:33])[CH:29]=[CH:28][C:26]=1[NH2:27].[C:36](O[Na])([CH3:39])([CH3:38])[CH3:37]>O1CCOCC1.CC(C)([P](C(C)(C)C)([Pd][P](C(C)(C)C)(C(C)(C)C)C(C)(C)C)C(C)(C)C)C>[C:36]([CH:13]1[CH2:12][CH:11]([C:8]2[C:4]3[N:5]=[CH:6][N:7]=[C:2]([NH:27][C:26]4[CH:28]=[CH:29][C:30]([S:32]([CH3:35])(=[O:34])=[O:33])=[CH:31][C:25]=4[F:24])[C:3]=3[NH:10][CH:9]=2)[CH2:16][CH2:15][N:14]1[C:17]([OH:19])=[O:18])([CH3:39])([CH3:38])[CH3:37] |^1:50,56|. Procedure details: tert-Butyl 4-(4-chloro-5H-pyrrolo[3,2-d]pyrimidin-7-yl)piperidine-1-carboxylate (54.8 mg, 0.163 mmol) was dissolved in 1,4-dioxane (0.5 mL), 2-fluoro-4-methylsulfonylaniline (32.0 mg, 0.169 mmol), tert-butoxysodium (15.9 mg, 0.109 mmol) and bis(tri-tert-butyl-phosphine)palladium (0) (5.8 mg, 0.011 mmol) were added, and the mixture was irradiated with microwave in a sealed tube at 130° C. for 3 hours. The reaction liquid was filtered, the filtrate was concentrated under a reduced pressure, and th... Solvent: O1CCOCC1 (1,4-dioxane). Yields the product C(C)(C)(C)C1N(CCC(C1)C1=CNC2=C1N=CN=C2NC2=C(C=C(C=C2)S(=O)(=O)C)F)C(=O)O (tert-butyl 4-(4-{[2-fluoro-4-(methylsulfonyl)phenyl]amino}-5H-pyrrolo[3,2-d]pyrimidin-7-yl)piperidine-1-carboxylic acid). The reactants are FC=1C=C(C(=C(C1)N)C)C=1N=C(C2=C(N1)C=C(S2)CN2CCN(CC2)C)N2CCOCC2 (5-fluoro-2-methyl-3-[6-(4-methyl-piperazin-1-ylmethyl)-4-morpholin-4-yl-thieno[3,2-d]pyrimidin-2-yl]-phenylamine), N(=O)OCCC(C)C (isoamyl nitrite). The solvent is C(Cl)(Cl)Cl (chloroform), C(C)(=O)O (acetic acid). Product: FC1=CC(=C2C=NNC2=C1)C=1N=C(C2=C(N1)C=C(S2)CN2CCN(CC2)C)N2CCOCC2 (2-(6-Fluoro-1H-indazol-4-yl)-6-(4-methyl-piperazin-1-ylmethyl)-4-morpholin-4-yl-thieno[3,2-d]pyrimidine). RXN SMILES: [F:1][C:2]1[CH:3]=[C:4]([C:10]2[N:11]=[C:12]([N:27]3[CH2:32][CH2:31][O:30][CH2:29][CH2:28]3)[C:13]3[S:18][C:17]([CH2:19][N:20]4[CH2:25][CH2:24][N:23]([CH3:26])[CH2:22][CH2:21]4)=[CH:16][C:14]=3[N:15]=2)[C:5]([CH3:9])=[C:6]([NH2:8])[CH:7]=1.[N:33](OCCC(C)C)=O>C(Cl)(Cl)Cl.C(O)(=O)C>[F:1][C:2]1[CH:7]=[C:6]2[C:5]([CH:9]=[N:33][NH:8]2)=[C:4]([C:10]2[N:11]=[C:12]([N:27]3[CH2:28][CH2:29][O:30][CH2:31][CH2:32]3)[C:13]3[S:18][C:17]([CH2:19][N:20]4[CH2:21][CH2:22][N:23]([CH3:26])[CH2:24][CH2:25]4)=[CH:16][C:14]=3[N:15]=2)[CH:3]=1. Procedure: Prepared by treatment of 5-fluoro-2-methyl-3-[6-(4-methyl-piperazin-1-ylmethyl)-4-morpholin-4-yl-thieno[3,2-d]pyrimidin-2-yl]-phenylamine with isoamyl nitrite in chloroform and acetic acid. The reactants are Cl (HCl), N1=C(C=NC=C1)C(=O)N[C@@H](CC1=CC=CC=C1)C(=O)O.OC(C)(C)C(C)(C)O.B(O)O.N[C@@H](CC(C)C)C(=O)O (pinacol N-(pyrazine-2-yl-carbonyl)-L-phenylalanine L-leucine boronate), [ 8 ], CC(CB(O)O)C (2-methylpropaneboronic acid). Solvent: CCCCCCC (n-heptane), CO (MeOH). Conditions: time 8 hour. Product: B([C@H](CC(C)C)NC(=O)[C@H](CC=1C=CC=CC1)NC(=O)C=2C=NC=CN2)(O)O (bortezomib), solid. Reaction SMILES: Cl.[N:2]1[CH:7]=[CH:6][N:5]=[CH:4][C:3]=1[C:8]([NH:10][C@H:11]([C:19]([OH:21])=O)[CH2:12][C:13]1[CH:18]=[CH:17][CH:16]=[CH:15][CH:14]=1)=[O:9].OC(C(O)(C)C)(C)C.[BH:30]([OH:32])[OH:31].[NH2:33][C@H:34](C(O)=O)[CH2:35][CH:36]([CH3:38])[CH3:37].CC(C)CB(O)O>CO.CCCCCCC>[B:30]([OH:32])([OH:31])[C@@H:34]([NH:33][C:19]([C@@H:11]([NH:10][C:8]([C:3]1[CH:4]=[N:5][CH:6]=[CH:7][N:2]=1)=[O:9])[CH2:12][C:13]1[CH:14]=[CH:15][CH:16]=[CH:17][CH:18]=1)=[O:21])[CH2:35][CH:36]([CH3:38])[CH3:37] |f:1.2.3.4|. Procedure details: 1N HCl (37.1 mL) was added dropwise into a mixture of pinacol N-(pyrazine-2-yl-carbonyl)-L-phenylalanine-L-leucine boronate ([8]; 5.77 g, 12.4 mmol as a 22.0 (R,S)-[8])/(S,S)-[8] diastereomeric mixture) and 2-methylpropaneboronic acid (1.89 g, 18.5 mmol) in MeOH (57.7 mL) and n-heptane (57.7 mL). The reaction mixture was stirred at room temperature overnight. The water layer was separated and washed twice with n-heptane (30 mL each). The water layer was concentrated at 35° C. and DCM (30 mL) was... The reactants are [N+](=O)([O-])C1=CC=CC=C1 (nitrobenzene), ClC1=CC=CC=2C(C3=C(C=CC=C3C(C12)=O)Cl)=O (1,5-dichloroanthraquinone), NC1=CC=CC=2C(C3=CC=CC=C3C(C12)=O)=O (1-aminoanthraquinone), C([O-])([O-])=O.[Na+].[Na+] (sodium carbonate). Reagents/catalysts: [Cu]Cl (copper(I) chloride), [Cu]Cl (copper(I) chloride). Conditions: temperature 190 celsius, time 4 hour. Product: 976, C1=CC=CC=2C(C3=CC=CC=C3C(C12)=N)=O (anthraquinone imide). The yield is 97.0%. RXN SMILES: [N+:1](C1C=CC=CC=1)([O-])=O.Cl[C:11]1[C:24]2[C:23](=O)[C:22]3[C:17](=[C:18](Cl)[CH:19]=[CH:20][CH:21]=3)[C:16](=[O:27])[C:15]=2[CH:14]=[CH:13][CH:12]=1.NC1C2C(=O)C3C(=CC=CC=3)C(=O)C=2C=CC=1.C(=O)([O-])[O-].[Na+].[Na+]>[Cu]Cl>[CH:11]1[C:24]2[C:23](=[NH:1])[C:22]3[C:17](=[CH:18][CH:19]=[CH:20][CH:21]=3)[C:16](=[O:27])[C:15]=2[CH:14]=[CH:13][CH:12]=1 |f:3.4.5|. Reported procedure: A reaction vessel is charged with 5000 parts of nitrobenzene to which are added 428.5 parts of 1,5-dichloroanthraquinone, 670 parts of 1-aminoanthraquinone, 250 parts of anhydrous sodium carbonate and 10 parts of copper(I) chloride. With stirring, the mixture is heated to 190° C. and a further 10 parts of copper(I) chloride are added. After reflux distillation without pressure over 5 hours, the reaction mixture is heated to 240° C. and the pressure rises to 2 bar. Stirring is continued for 4 hou... Starting materials: C(C1=CC=CC=C1)[C@@H](C(=O)OCC1=CC=CC=C1)CC(C)=O (benzyl 2(R)-benzyl-4-oxopentanoate), [H][H] (hydrogen). Reagents/catalysts: [Pd] (palladium-on-charcoal). The solvent is C(C)O (ethanol). Product: C(C1=CC=CC=C1)[C@@H](C(=O)O)CC(C)=O (2(R)-Benzyl-4-oxopentanoic acid). The yield is 87.8%. RXN SMILES: [CH2:1]([C@H:8]([CH2:19][C:20](=[O:22])[CH3:21])[C:9]([O:11]CC1C=CC=CC=1)=[O:10])[C:2]1[CH:7]=[CH:6][CH:5]=[CH:4][CH:3]=1.[H][H]>C(O)C.[Pd]>[CH2:1]([C@H:8]([CH2:19][C:20](=[O:22])[CH3:21])[C:9]([OH:11])=[O:10])[C:2]1[CH:7]=[CH:6][CH:5]=[CH:4][CH:3]=1. Procedure details: A solution or 1.00 g (3.37 mmoles) of benzyl 2(R)-benzyl-4-oxopentanoate (prepared as described in Preparation 19) in 10 ml of ethanol was stirred at room temperature for 3 hours in the presence of 100 mg of 10% w/w palladium-on-charcoal and under about 4 atmospheres of hydrogen. At the end of this time, the catalyst was removed by filtration, and then the solvent was removed by distillation under reduced pressure. The residue was recrystallized from a mixture of hexane and diisopropyl ether, to... The reactants are C(C)(=O)OCC (Ethyl acetate), C(C1=CC=CC=C1)C=1C(NC(=NC1C)CCC)=O (5-benzyl-6-methyl-2-propylpyrimidin-4(3H)-one), BrCC1=CC=C(C=C1)C=1C(=CC=CC1)C#N (4′-(bromomethyl)biphenyl-2-carbonitrile), [H-].[Na+] (sodium hydride). Solvent: O (water), CN(C=O)C (N,N-dimethylformamide). Reaction conditions: time 3 hour. Yields the product C(C1=CC=CC=C1)C1=C(N=C(N(C1=O)CC1=CC=C(C=C1)C=1C(=CC=CC1)C#N)CCC)C (4′-[(5-benzyl-4-methyl-6-oxo-2-propylpyrimidin-1(6H)-yl)methyl]biphenyl-2-carbonitrile). As a reaction SMILES: [CH2:1]([C:8]1[C:9](=[O:18])[NH:10][C:11]([CH2:15][CH2:16][CH3:17])=[N:12][C:13]=1[CH3:14])[C:2]1[CH:7]=[CH:6][CH:5]=[CH:4][CH:3]=1.Br[CH2:20][C:21]1[CH:26]=[CH:25][C:24]([C:27]2[C:28]([C:33]#[N:34])=[CH:29][CH:30]=[CH:31][CH:32]=2)=[CH:23][CH:22]=1.[H-].[Na+].C(OCC)(=O)C>CN(C)C=O.O>[CH2:1]([C:8]1[C:9](=[O:18])[N:10]([CH2:20][C:21]2[CH:22]=[CH:23][C:24]([C:27]3[C:28]([C:33]#[N:34])=[CH:29][CH:30]=[CH:31][CH:32]=3)=[CH:25][CH:26]=2)[C:11]([CH2:15][CH2:16][CH3:17])=[N:12][C:13]=1[CH3:14])[C:2]1[CH:7]=[CH:6][CH:5]=[CH:4][CH:3]=1 |f:2.3|. Reported procedure: To a solution of 5-benzyl-6-methyl-2-propylpyrimidin-4(3H)-one (0.80 g) and 4′-(bromomethyl)biphenyl-2-carbonitrile (1.08 g) in N,N-dimethylformamide (15 mL) was added 60% sodium hydride (0.17 g), and the mixture was stirred at room temperature for 3 hr. Ethyl acetate and water were added to the reaction mixture, and the mixture was extracted with ethyl acetate. The organic layer was washed with saturated brine and dried over anhydrous magnesium sulfate. The solvent was evaporated and the residu... The reactants are COC1=CC=C2C=CC(=C(C2=C1)OC(C)C)C(=O)O (7-methoxy-1-(1-methylethoxy)-2-naphthalenecarboxylic acid), C1=CN(C=N1)C(=O)N2C=CN=C2 (N,N-carbonyldiimidazole), C(C1=CC=CC=C1)N (Benzylamine). Run in C(C)(=O)OCC (ethyl acetate), C1CCOC1 (THF). Reaction conditions: time 8 hour. Yields the product COC1=CC=C2C=CC(=C(C2=C1)OC(C)C)C(=O)NCC1=CC=CC=C1 (7-methoxy-1-(1-methylethoxy)-N-(phenylmethyl)-2-naphthalene-carboxamide). Isolated yield 73.0%. As a reaction SMILES: [CH3:1][O:2][C:3]1[CH:12]=[C:11]2[C:6]([CH:7]=[CH:8][C:9]([C:17]([OH:19])=O)=[C:10]2[O:13][CH:14]([CH3:16])[CH3:15])=[CH:5][CH:4]=1.C1N=CN(C(N2C=NC=C2)=O)C=1.[CH2:32]([NH2:39])[C:33]1[CH:38]=[CH:37][CH:36]=[CH:35][CH:34]=1>C1COCC1.C(OCC)(=O)C>[CH3:1][O:2][C:3]1[CH:12]=[C:11]2[C:6]([CH:7]=[CH:8][C:9]([C:17]([NH:39][CH2:32][C:33]3[CH:38]=[CH:37][CH:36]=[CH:35][CH:34]=3)=[O:19])=[C:10]2[O:13][CH:14]([CH3:15])[CH3:16])=[CH:5][CH:4]=1. Procedure: To a room temperature solution of 7-methoxy-1-(1-methylethoxy)-2-naphthalenecarboxylic acid (200 mg, 0.77 mmol) in 5 mL of THF is added N,N-carbonyldiimidazole (162 mg, 1.00 mmol). The solution is heated at reflux for 1 hour and cooled slightly. Benzylamine (0.50 mn) is added and the reaction mixture is stirred at room temperature overnight. The mixture is diluted with ethyl acetate and washed with brine. The organic layer is dried over MgSO4, filtered, and concentrated in vacuo. The crude produ...